Dataset: the Open Reaction Database (ORD), a public repository of structured organic reaction records. Task: describe an organic reaction: reactants, conditions, products, and yield The reactants are ClC=1C=CC2=C(CCC(O2)C(=O)O)C1 (6-chloro-3,4-dihydro-2H-1-benzopyran-2-carboxylic acid), C(C=C)N (2-propenamine). Run in S(=O)(Cl)Cl (thionyl chloride), C(Cl)Cl (methylene chloride), C(Cl)Cl (methylene chloride), S(=O)(Cl)Cl (thionyl chloride). Run at time 8 hour. Product: ClC=1C=CC2=C(CCC(O2)C(=O)NCC=C)C1 (6-Chloro-3,4-dihydro-N-(2-propenyl)-2H-1-benzopyran-2-carboxamide). As a reaction SMILES: [Cl:1][C:2]1[CH:3]=[CH:4][C:5]2[O:10][CH:9]([C:11]([OH:13])=O)[CH2:8][CH2:7][C:6]=2[CH:14]=1.[CH2:15]([NH2:18])[CH:16]=[CH2:17]>S(Cl)(Cl)=O.C(Cl)Cl>[Cl:1][C:2]1[CH:3]=[CH:4][C:5]2[O:10][CH:9]([C:11]([NH:18][CH2:15][CH:16]=[CH2:17])=[O:13])[CH2:8][CH2:7][C:6]=2[CH:14]=1. Procedure details: A solution of 3.1 g of 6-chloro-3,4-dihydro-2H-1-benzopyran-2-carboxylic acid (1A) (Witiak et al. (1971), supra) in 15 ml of thionyl chloride was refluxed for 45 minutes. The excess thionyl chloride then was stripped off and the residual liquid taken up in 50 ml of methylene chloride. To this stirred solution was added dropwise a solution of 2.5 g of 2-propenamine in 10 ml of methylene chloride. The resulting mixture was stirred at room temperature overnight, then was washed with water, dried (M... Starting materials: COCCOC, CS(=O)c1nc(N)nc(-c2ccccn2)c1C#N, NCCNc1ccccc1. The product is N#Cc1c(NCCNc2ccccc2)nc(N)nc1-c1ccccn1. As a reaction SMILES: [CH3:29][O:30][CH2:31][CH2:32][O:33][CH3:34].[NH2:1][c:2]1[n:3][c:4](-[c:13]2[n:14][cH:15][cH:16][cH:17][cH:18]2)[c:5]([C:11]#[N:12])[c:6]([S:8]([CH3:9])=[O:10])[n:7]1.[c:19]1([NH:25][CH2:26][CH2:27][NH2:28])[cH:20][cH:21][cH:22][cH:23][cH:24]1>>[NH2:1][c:2]1[n:3][c:4](-[c:13]2[n:14][cH:15][cH:16][cH:17][cH:18]2)[c:5]([C:11]#[N:12])[c:6]([NH:28][CH2:27][CH2:26][NH:25][c:19]2[cH:20][cH:21][cH:22][cH:23][cH:24]2)[n:7]1. Starting materials: Cc1cc(F)ccc1C1C(OC(C)c2cc(C(F)(F)F)cc(C(F)(F)F)c2)OCC2CNCC21, O=C1CCC(=O)N1I, O=C(O)C(F)(F)F. The product is Cc1cc(F)c(I)cc1C1C(OC(C)c2cc(C(F)(F)F)cc(C(F)(F)F)c2)OCC2CNCC21. RXN SMILES: [F:1][C:2]([c:3]1[cH:4][c:5]([CH:13]([CH3:14])[O:15][CH:16]2[CH:17]([c:25]3[c:26]([CH3:32])[cH:27][c:28]([F:31])[cH:29][cH:30]3)[CH:18]3[CH:19]([CH2:20][NH:21][CH2:22]3)[CH2:23][O:24]2)[cH:6][c:7]([C:9]([F:10])([F:11])[F:12])[cH:8]1)([F:33])[F:34].[O:35]=[C:36]1[N:37]([I:42])[C:38](=[O:39])[CH2:40][CH2:41]1.[OH:43][C:44]([C:45]([F:46])([F:47])[F:48])=[O:49]>>[F:1][C:2]([c:3]1[cH:4][c:5]([CH:13]([CH3:14])[O:15][CH:16]2[CH:17]([c:25]3[c:26]([CH3:32])[cH:27][c:28]([F:31])[c:29]([I:42])[cH:30]3)[CH:18]3[CH:19]([CH2:20][NH:21][CH2:22]3)[CH2:23][O:24]2)[cH:6][c:7]([C:9]([F:10])([F:11])[F:12])[cH:8]1)([F:33])[F:34]. Solvent: CN(C=O)C (dimethylformamide). Product: N1=C(C=CC2=CC=CC=C12)CN1N=C(C2=CC=CC=C2C1=O)CC(=O)OCC (ethyl 3-(quinolin-2ylmethyl)-4-oxo-phthalazin-1-ylacetate). The reactants are Cl (HCl), C(C)OC(CC1=NNC(C2=CC=CC=C12)=O)=O (ethyl-4-oxo-3H-phthalazin-1-ylacetate), [H-].[Na+] (sodium hydride), BrCC1=NC2=CC=CC=C2C=C1 (2-bromomethylquinoline). Conditions: time 30 minute. Reaction SMILES: [CH2:1]([O:3][C:4](=[O:17])[CH2:5][C:6]1[C:15]2[C:10](=[CH:11][CH:12]=[CH:13][CH:14]=2)[C:9](=[O:16])[NH:8][N:7]=1)[CH3:2].[H-].[Na+].Br[CH2:21][C:22]1[CH:31]=[CH:30][C:29]2[C:24](=[CH:25][CH:26]=[CH:27][CH:28]=2)[N:23]=1.Cl>CN(C)C=O>[N:23]1[C:24]2[C:29](=[CH:28][CH:27]=[CH:26][CH:25]=2)[CH:30]=[CH:31][C:22]=1[CH2:21][N:8]1[C:9](=[O:16])[C:10]2[C:15](=[CH:14][CH:13]=[CH:12][CH:11]=2)[C:6]([CH2:5][C:4]([O:3][CH2:1][CH3:2])=[O:17])=[N:7]1 |f:1.2|. Reported procedure: To a solution of ethyl-4-oxo-3H-phthalazin-1-ylacetate (1.0 g) and sodium hydride (60% w/w dispersion in mineral oil) in dimethylformamide (30 ml) was added 2-bromomethylquinoline (1.05 g). The resulting solution was stirred at room temperature for 30 minutes, poured onto water (100 ml) containing 1N HCl (5 ml), and extracted with ethyl acetate. The organic extract was washed with water (3×50 ml), dried and evaporated to obtain ethyl 3-(quinolin-2ylmethyl)-4-oxo-phthalazin-1-ylacetate (1.54 g). ... Yield: 95.8%. Starting materials: COC(=O)c1ccc2[nH]c(-c3cccnc3OC)cc2c1, CO, [Li+], [OH-], O. Product: COc1ncccc1-c1cc2cc(C(=O)O)ccc2[nH]1. RXN SMILES: [CH3:1][O:2][c:3]1[n:4][cH:5][cH:6][cH:7][c:8]1-[c:9]1[nH:10][c:11]2[cH:12][cH:13][c:14]([C:18](=[O:19])[O:20][CH3:21])[cH:15][c:16]2[cH:17]1.[CH3:25][OH:26].[Li+:22].[OH-:23].[OH2:24]>>[CH3:1][O:2][c:3]1[n:4][cH:5][cH:6][cH:7][c:8]1-[c:9]1[nH:10][c:11]2[cH:12][cH:13][c:14]([C:18](=[O:19])[OH:20])[cH:15][c:16]2[cH:17]1.